This data is from the Open Reaction Database (ORD), a public repository of structured organic reaction records. The task is: describe an organic reaction: reactants, conditions, products, and yield The reactants are C(C)OC(=O)CCC1=C(C=CC=C1OCCCC(=O)OCC)CCCCCCOC=1C=C(C=C(C1)C1=CC(=CC=C1)F)C(=O)O (5-{6-[2-(2-ethoxycarbonyl-ethyl)-3-(3-ethoxycarbonyl-propoxy)-phenyl]-hexyloxy}-3′-fluoro-biphenyl-3-carboxylic acid), CNC (dimethylamine). Yields the product C(=O)(O)CCC1=C(OCCCC(=O)O)C=CC=C1CCCCCCOC=1C=C(C=C(C1)C(N(C)C)=O)C1=CC(=CC=C1)F (4-{2-(2-Carboxy-ethyl)-3-[6-(5-dimethylcarbamoyl-3′-fluoro-biphenyl-3-yloxy)-hexyl]-phenoxy}-butyric acid). Reaction SMILES: C([O:3][C:4]([CH2:6][CH2:7][C:8]1[C:13]([O:14][CH2:15][CH2:16][CH2:17][C:18]([O:20]CC)=[O:19])=[CH:12][CH:11]=[CH:10][C:9]=1[CH2:23][CH2:24][CH2:25][CH2:26][CH2:27][CH2:28][O:29][C:30]1[CH:31]=[C:32]([C:43]([OH:45])=O)[CH:33]=[C:34]([C:36]2[CH:41]=[CH:40][CH:39]=[C:38]([F:42])[CH:37]=2)[CH:35]=1)=[O:5])C.[CH3:46][NH:47][CH3:48]>>[C:4]([CH2:6][CH2:7][C:8]1[C:9]([CH2:23][CH2:24][CH2:25][CH2:26][CH2:27][CH2:28][O:29][C:30]2[CH:35]=[C:34]([C:36]3[CH:41]=[CH:40][CH:39]=[C:38]([F:42])[CH:37]=3)[CH:33]=[C:32]([C:43](=[O:45])[N:47]([CH3:48])[CH3:46])[CH:31]=2)=[CH:10][CH:11]=[CH:12][C:13]=1[O:14][CH2:15][CH2:16][CH2:17][C:18]([OH:20])=[O:19])([OH:3])=[O:5]. Procedure: The title compound was prepared according to the general procedure described in Steps 7 and 8 of Method C starting from 5-{6-[2-(2-ethoxycarbonyl-ethyl)-3-(3-ethoxycarbonyl-propoxy)-phenyl]-hexyloxy}-3′-fluoro-biphenyl-3-carboxylic acid and dimethylamine (6% yield after two steps).